Dataset: the Open Reaction Database (ORD), a public repository of structured organic reaction records. Task: describe an organic reaction: reactants, conditions, products, and yield Starting materials: C(C)OC(=O)C(CCC1=CC=CC=C1)NC1C(N(CC(SC1)C1=CC=CC=C1)CC(=O)OC(C)(C)C)=O (t-butyl α-{6-[1-ethoxycarbonyl-3-phenylpropylamino]-5-oxo-2-phenylperhydro-1,4-thiazepin-4-yl}acetate), FC(C(=O)O)(F)F (trifluoracetic acid). The product is C(C)OC(=O)C(CCC1=CC=CC=C1)NC1C(N(CC(SC1)C1=CC=CC=C1)CC(=O)O)=O (α-{6-[1-Ethoxycarbonyl-3-phenylpropylamino]-5-oxo-2-phenylperhydro-1,4-thiazepin-4-yl}acetic acid). RXN SMILES: [CH2:1]([O:3][C:4]([CH:6]([NH:15][CH:16]1[CH2:22][S:21][CH:20]([C:23]2[CH:28]=[CH:27][CH:26]=[CH:25][CH:24]=2)[CH2:19][N:18]([CH2:29][C:30]([O:32]C(C)(C)C)=[O:31])[C:17]1=[O:37])[CH2:7][CH2:8][C:9]1[CH:14]=[CH:13][CH:12]=[CH:11][CH:10]=1)=[O:5])[CH3:2].FC(F)(F)C(O)=O>>[CH2:1]([O:3][C:4]([CH:6]([NH:15][CH:16]1[CH2:22][S:21][CH:20]([C:23]2[CH:28]=[CH:27][CH:26]=[CH:25][CH:24]=2)[CH2:19][N:18]([CH2:29][C:30]([OH:32])=[O:31])[C:17]1=[O:37])[CH2:7][CH2:8][C:9]1[CH:10]=[CH:11][CH:12]=[CH:13][CH:14]=1)=[O:5])[CH3:2]. Reported procedure: 0.28 g of t-butyl α-{6-[1-ethoxycarbonyl-3-phenylpropylamino]-5-oxo-2-phenylperhydro-1,4-thiazepin-4-yl}acetate [prepared as described in Example 7(i) above (the first fraction)] was subjected to de-t-butylation with trifluoracetic acid in the same manner as described in Example 3, giving the title compound as an amorphous solid in a yield of 0.18 g. Reactants: COC([C@H](CC1=CC2=C(O[C@H](CO2)C2=CC=C(C=C2)OCC2=CC(=C(C=C2)Cl)Cl)C=C1)NC(=O)OC(C)(C)C)=O ((S)-2-tert-butoxycarbonylamino-3-{(S)-2-[4-(3,4-dichloro-benzyloxy)-phenyl]-2,3-dihydro-benzo[1,4]dioxin-6-yl}-propionic acid methyl ester), Cl.Cl.COC([C@H](CC1=CC=C(C=C1)C1=C(C(=NC=C1)C)C)N)=O ((S)-2-amino-3-[4-(2,3-dimethyl-pyridin-4-yl)-phenyl]-propionic acid methyl ester dihydrochloride), amine, N1=C(C=CC=C1)C=O (2-pyridinecarboxaldehyde). Yields the product ClC=1C=C(COC2=CC=C(C=C2)[C@@H]2OC=3C(=CC=4C[C@H](N(CC4C3)CC3=NC=CC=C3)C(=O)N[C@H](C(=O)O)CC3=CC=C(C=C3)C3=C(C(=NC=C3)C)C)OC2)C=CC1Cl ((S)-2-({(3S,8S)-3-[4-(3,4-Dichloro-benzyloxy)-phenyl]-7-pyridin-2-ylmethyl-2,3,6,7,8,9-hexahydro-[1,4]dioxino[2,3-g]isoquinoline-8-carbonyl}-amino)-3-[4-(2,3-dimethyl-pyridin-4-yl)-phenyl]-propionic acid). Reaction SMILES: C[O:2][C:3](=O)[C@@H:4]([NH:32][C:33](OC(C)(C)C)=O)[CH2:5][C:6]1[CH:31]=[CH:30][C:9]2[O:10][C@@H:11]([C:14]3[CH:19]=[CH:18][C:17]([O:20][CH2:21][C:22]4[CH:27]=[CH:26][C:25](Cl)=[C:24](Cl)[CH:23]=4)=[CH:16][CH:15]=3)[CH2:12][O:13][C:8]=2[CH:7]=1.[ClH:41].[ClH:42].C[O:44][C:45](=[O:63])[C@@H:46]([NH2:62])[CH2:47][C:48]1[CH:53]=[CH:52][C:51]([C:54]2[CH:59]=[CH:58][N:57]=[C:56]([CH3:60])[C:55]=2[CH3:61])=[CH:50][CH:49]=1.[N:64]1[CH:69]=[CH:68][CH:67]=[CH:66][C:65]=1[CH:70]=O>>[Cl:41][C:26]1[CH:27]=[C:22]([CH:23]=[CH:24][C:25]=1[Cl:42])[CH2:21][O:20][C:17]1[CH:16]=[CH:15][C:14]([C@H:11]2[CH2:12][O:13][C:8]3=[CH:7][C:6]4[CH2:5][C@@H:4]([C:3]([NH:62][C@@H:46]([CH2:47][C:48]5[CH:53]=[CH:52][C:51]([C:54]6[CH:59]=[CH:58][N:57]=[C:56]([CH3:60])[C:55]=6[CH3:61])=[CH:50][CH:49]=5)[C:45]([OH:44])=[O:63])=[O:2])[N:32]([CH2:70][C:65]5[CH:66]=[CH:67][CH:68]=[CH:69][N:64]=5)[CH2:33][C:31]=4[CH:30]=[C:9]3[O:10]2)=[CH:19][CH:18]=1 |f:1.2.3|. Procedure details: The title compound (13 mg) was prepared from (S)-2-tert-butoxycarbonylamino-3-{(S)-2-[4-(3,4-dichloro-benzyloxy)-phenyl]-2,3-dihydro-benzo[1,4]dioxin-6-yl}-propionic acid methyl ester, which was deprotected according to General Procedure C, subjected to General Procedure V, then reprotected. Hydrolysis followed General Procedure B and the resulting acid and (S)-2-amino-3-[4-(2,3-dimethyl-pyridin-4-yl)-phenyl]-propionic acid methyl ester dihydrochloride were reacted according to General Procedure... Reactants: [H-].[Na+] (Sodium hydride), C(C)(C)NC1=NC(=NC=C1C(C)=O)SC (1-(4-isopropylamino-2-methylsulphanyl-pyrimidin-5-yl)-ethanone), O1CCOCC1 (dioxane), [Cl-].[Na+] (sodium chloride), triethylphosphonoacetate, O1CCOCC1 (dioxane). Conditions: temperature 20 celsius, time 16 hour. Product: C(C)(C)N1C(C=C(C2=C1N=C(N=C2)SC)C)=O (8-isopropyl-5-methyl-2-methylsulphanyl-8H-pyrido[2,3-d]pyrimidin-7-one). RXN SMILES: [H-].[Na+].[CH:3]([NH:6][C:7]1[C:12]([C:13](=O)[CH3:14])=[CH:11][N:10]=[C:9]([S:16][CH3:17])[N:8]=1)([CH3:5])[CH3:4].[Cl-].[Na+].[O:20]1[CH2:25][CH2:24]OCC1>>[CH:3]([N:6]1[C:7]2[N:8]=[C:9]([S:16][CH3:17])[N:10]=[CH:11][C:12]=2[C:13]([CH3:14])=[CH:24][C:25]1=[O:20])([CH3:4])[CH3:5] |f:0.1,3.4|. Procedure: Sodium hydride (16.75 g, 0.042 mol) is placed in 200 mL dioxane and combined with triethylphosphonoacetate (83.8 mL, 0.419 mmol), so that the temperature does not exceed 5° C. After the addition is complete, the mixture is heated to 20° C. and 1-(4-isopropylamino-2-methylsulphanyl-pyrimidin-5-yl)-ethanone (11.1 g, 0.049 mol) dissolved in 100 mL dioxane is added thereto. The mixture is stirred for 16 h at 90° C., then combined with 10% sodium chloride solution and extracted with ethyl acetate. Th... The reactants are [Se](=O)=O (selenium dioxide), O (water), C(C)(=O)C=1OC=CC1 (2-acetylfuran). Run in O1CCOCC1 (dioxane). Run at temperature 55 celsius. Yields the product O=C(C=O)C=1OC=CC1 (α-oxo-2-furanacetaldehyde). RXN SMILES: [Se](=O)=O.[OH2:4].[C:5]([C:8]1[O:9][CH:10]=[CH:11][CH:12]=1)(=[O:7])[CH3:6]>O1CCOCC1>[O:7]=[C:5]([C:8]1[O:9][CH:10]=[CH:11][CH:12]=1)[CH:6]=[O:4]. Procedure: A mixture of 55 g of selenium dioxide, 11 ml of water and 150 ml of dioxane was heated at 55° C. until solution was complete. A 55 g portion of 2-acetylfuran was added, the mixture was refluxed for 4 hours, then filtered and evaporated. The residue was dissolved in dichloromethane, treated with activated charcoal, filtered and evaporated. The residue was distilled, giving 28 g of α-oxo-2-furanacetaldehyde. The reactants are CC=1C(=C(C=C(C1C1=CC=CC=C1)C)O)N=NC1=C(C=CC=C1)O (3,5-Dimethyl-4-phenylazophenol), O.NN (hydrazine hydrate). Reagents/catalysts: [Ni] (Raney nickel). The solvent is CO (methanol). Run at time 1 hour. The product is CC=1C=C(C=C(C1N)C)O (3,5-dimethyl-4-aminophenol). Yield: 53.0%. RXN SMILES: [CH3:1][C:2]1[C:3](N=NC2C=CC=CC=2O)=[C:4]([OH:15])[CH:5]=[C:6]([CH3:14])[C:7]=1C1C=CC=CC=1.O.[NH2:26]N>CO.[Ni]>[CH3:1][C:2]1[CH:3]=[C:4]([OH:15])[CH:5]=[C:6]([CH3:14])[C:7]=1[NH2:26] |f:1.2|. Procedure: 3,5-Dimethyl-4-phenylazophenol (132.0 g, 0.583 mol) was dissolved in methanol (500 mL) and pure (100%) hydrazine hydrate (113 mL, 2.33 mol), and Raney nickel [50% slurry in water (Aldrich), (2.5 mL)] was added to give an exothermic reaction. The mixture was stirred for one hour at ambient temperature and then heated to gentle reflux for three hours. The solution was filtered hot and cooled to room temperature. The crystals which formed were collected by filtration and dried to afford 3,5-dimethy... Reactants: C1(=CC=CC=C1)CC#N (phenylacetonitrile), CC[O-].[Na+] (sodium ethylate), [Na] (sodium), C(#N)C(C(C(=O)OCC)=O)C1=CC=CC=C1 (Ethyl 3-cyano-3-phenylpyruvate). Run in C(C)(=O)O (acetic acid), O (water). Product: C1(=CC=CC=C1)C(C#N)C(C(C(C#N)C1=CC=CC=C1)=O)=O (2,5-diphenyl-3,4-dioxoadiponitrile). RXN SMILES: [C:1]([CH:3]([C:11]1[CH:16]=[CH:15][CH:14]=[CH:13][CH:12]=1)[C:4](=[O:10])[C:5]([O:7]CC)=O)#[N:2].[C:17]1([CH2:23][C:24]#[N:25])[CH:22]=[CH:21][CH:20]=[CH:19][CH:18]=1.CC[O-].[Na+].[Na]>C(O)(=O)C.O>[C:17]1([CH:23]([C:5](=[O:7])[C:4](=[O:10])[CH:3]([C:11]2[CH:12]=[CH:13][CH:14]=[CH:15][CH:16]=2)[C:1]#[N:2])[C:24]#[N:25])[CH:22]=[CH:21][CH:20]=[CH:19][CH:18]=1 |f:2.3,^1:29|. Reported procedure: Ethyl 3-cyano-3-phenylpyruvate (50.0 g., 0.23 m.) and 41.0 g. (0.35 m.) of phenylacetonitrile are added to an alcoholic solution of sodium ethylate [prepared from 13.4 g. (0.58 g. atom) of sodium and 360 ml. of absolute ehtanol] and the resulting yellow solution is refluxed for one and three-quarter hours. The cooled solution is diluted with 700 ml. of water and acidified by slow addition of acetic acid. After further cooling in ice, the suspension is filtered and the removed solid washed with w... The reactants are solution, C(CCC)[Li] (n-butyllithium), hexanes, CN(CCN(C)C)C (N,N,N′,N′-tetramethylethylenediamine), FC(C1=CC=C(OC2OCCCC2)C=C1)(F)F (2-(4-(trifluoromethyl)phenoxy)tetrahydropyran), Cl (hydrochloric acid), CN(C=O)C (N,N-Dimethylformamide). Run at temperature -10 celsius, time 10 minute. The product is OC1=C(C=O)C=C(C=C1)C(F)(F)F (2-hydroxy-5-(trifluoromethyl)benzaldehyde). The yield is 42.7%. Reaction SMILES: C([Li])CCC.CN(C)CCN(C)C.[F:14][C:15]([F:30])([F:29])[C:16]1[CH:28]=[CH:27][C:19]([O:20]C2CCCCO2)=[CH:18][CH:17]=1.CN(C)[CH:33]=[O:34].Cl>>[OH:20][C:19]1[CH:18]=[CH:17][C:16]([C:15]([F:14])([F:29])[F:30])=[CH:28][C:27]=1[CH:33]=[O:34]. Procedure details: At −15° C., an 1.6 N solution of n-butyllithium in hexanes (7.20 ml, 11.5 mmol) was added to N,N,N′,N′-tetramethylethylenediamine (1.72 ml, 11.4 mmol). The reaction mixture was stirred for 10 min at −10° C. 2-(4-(trifluoromethyl)phenoxy)tetrahydropyran (2.0 g, 8.12 mmol) was added. The reaction mixture was stirred for 2 h at −10° C. N,N-Dimethylformamide (0.88 ml, 11.4 mmol) was added. The reaction mixture was stirred for 15 min at −10° C. It was given onto a 6 M hydrochloric acid. This mixture ... Reactants: C=1C=CC2=C(C1)N=NN2O (HOBT), CCN=C=NCCCN(C)C.Cl (EDC.HCl), Cl.FC1(CNCC1)F (3,3-Difluoropyrrolidine hydrochloride), CCN(C(C)C)C(C)C (DIPEA), FC(C=1C=C(C=C(C1)C(F)(F)F)C1=NN(C=N1)\C=C/C(=O)O)(F)F ((Z)-3-(3-(3,5-bis(trifluoromethyl)phenyl)-1H-1,2,4-triazol-1-yl)acrylic acid). The solvent is CO (methanol), ClCCl (dichloromethane), ClCCl (dichloromethane). Reaction conditions: temperature 0 celsius, time 1.5 hour. Yields the product FC(C=1C=C(C=C(C1)C(F)(F)F)C1=NN(C=N1)\C=C/C(=O)N1CC(CC1)(F)F)(F)F ((Z)-3-(3-(3,5-bis(trifluoromethyl)phenyl)-1H-1,2,4-triazol-1-yl)-1-(3,3-difluoropyrrolidin-1-yl)prop-2-en-1-one). Yield: 9.2%. RXN SMILES: [F:1][C:2]([F:24])([F:23])[C:3]1[CH:4]=[C:5]([C:13]2[N:17]=[CH:16][N:15](/[CH:18]=[CH:19]\[C:20](O)=[O:21])[N:14]=2)[CH:6]=[C:7]([C:9]([F:12])([F:11])[F:10])[CH:8]=1.C1C=CC2N(O)N=NC=2C=1.CCN=C=NCCCN(C)C.Cl.Cl.[F:48][C:49]1([F:54])[CH2:53][CH2:52][NH:51][CH2:50]1.CCN(C(C)C)C(C)C>ClCCl.CO>[F:11][C:9]([F:12])([F:10])[C:7]1[CH:6]=[C:5]([C:13]2[N:17]=[CH:16][N:15](/[CH:18]=[CH:19]\[C:20]([N:51]3[CH2:52][CH2:53][C:49]([F:54])([F:48])[CH2:50]3)=[O:21])[N:14]=2)[CH:4]=[C:3]([C:2]([F:1])([F:24])[F:23])[CH:8]=1 |f:2.3,4.5|. Procedure details: In a 100 mL, 3N round-bottomed flask equipped with nitrogen inlet, (Z)-3-(3-(3,5-bis(trifluoromethyl)phenyl)-1H-1,2,4-triazol-1-yl)acrylic acid (4) (1 g, 1.0 eq.) was charged in dichloromethane (20 mL, 20 V). The reaction mixture was cooled to 0° C. HOBT (0.461 g, 1.2 eq.), EDC.HCl (0.819 g, 1.5 eq.), 3,3-Difluoropyrrolidine hydrochloride (0.490 g, 1.2) and DIPEA (0.731 mL, 1.5 eq.) was added to the reaction mixture. The clear reaction mixture was stirred at 0° C. for 1.5 h. The progress of the ... The reactants are N1C=C(C2=CC=CN=C12)C(=O)O (7-azaindole-3-carboxylic acid), C1=CC2=C(N=C1)N(N=N2)O (HOAt), Cl.CNOC (N,O-Dimethylhydroxylamine hydrochloride), C(CCl)Cl (EDC), CCN(C(C)C)C(C)C (DIPEA), [Cl-].[NH4+] (ammonium chloride). Solvent: O1CCOCC1 (dioxane). Reaction conditions: time 15 minute. Product: CON(C(=O)C1=CNC2=NC=CC=C21)C (N-Methoxy-N-methyl-1H-Pyrrolo[2,3-b]pyridine-3-carboxamide). Isolated yield 86.0%. As a reaction SMILES: [NH:1]1[C:9]2[C:4](=[CH:5][CH:6]=[CH:7][N:8]=2)[C:3]([C:10]([OH:12])=O)=[CH:2]1.C1C=NC2N(O)N=NC=2C=1.Cl.[CH3:24][NH:25][O:26][CH3:27].C(Cl)CCl.CCN(C(C)C)C(C)C.[Cl-].[NH4+]>O1CCOCC1>[CH3:27][O:26][N:25]([CH3:24])[C:10]([C:3]1[C:4]2[C:9](=[N:8][CH:7]=[CH:6][CH:5]=2)[NH:1][CH:2]=1)=[O:12] |f:2.3,6.7|. Procedure: To a solution of 7-azaindole-3-carboxylic acid (324 mg, 2.00 mmol) in dioxane (10 mL) was added HOAt (300 mg, 2.20 mmol), N,O-Dimethylhydroxylamine hydrochloride (214 mg, 2.00 mmol) and EDC (422 mg, 2.20 mmol). The mixture was stirred at rt for 15 minutes then DIPEA (853 mg, 6.60 mmol) added slowly over 5 minutes. The reaction was then stirred at rt for an additional 18 hrs. The reaction was then poured into 25% ammonium chloride solution (10 mL) and extracted with EtOAc (3×10 mL). The combined ... Starting materials: N[C@H]1[C@@H](CCCC1)C(=O)O (trans-2-amino-1-cyclohexanecarboxylic acid), O (water), C([O-])([O-])=O.[Na+].[Na+] (sodium carbonate), O(C1=CC=CC=C1)C1=CC=C(C=C1)S(=O)(=O)Cl (4-phenoxybenzenesulfonyl chloride). Solvent: O1CCOCC1 (dioxane). Product: O(C1=CC=CC=C1)C1=CC=C(C=C1)S(=O)(=O)N[C@H]1[C@@H](CCCC1)C(=O)O ((trans)-2-[(4-Phenoxybenzenesulfonyl)amino]cyclohexanecarboxylic acid). As a reaction SMILES: [NH2:1][C@@H:2]1[CH2:7][CH2:6][CH2:5][CH2:4][C@H:3]1[C:8]([OH:10])=[O:9].C(=O)([O-])[O-].[Na+].[Na+].[O:17]([C:24]1[CH:29]=[CH:28][C:27]([S:30](Cl)(=[O:32])=[O:31])=[CH:26][CH:25]=1)[C:18]1[CH:23]=[CH:22][CH:21]=[CH:20][CH:19]=1.O>O1CCOCC1>[O:17]([C:24]1[CH:29]=[CH:28][C:27]([S:30]([NH:1][C@@H:2]2[CH2:7][CH2:6][CH2:5][CH2:4][C@H:3]2[C:8]([OH:10])=[O:9])(=[O:32])=[O:31])=[CH:26][CH:25]=1)[C:18]1[CH:19]=[CH:20][CH:21]=[CH:22][CH:23]=1 |f:1.2.3|. Procedure details: This compound was prepared from trans-2-amino-1-cyclohexanecarboxylic acid (1.0 g, 7.0 mmol) by reacting it with sodium carbonate (1.48 g, 14.0 mmol) and 4-phenoxybenzenesulfonyl chloride (2.25 g, 8.38 mmol) in dioxane:water (40:20 mL) in the same manner as described in Example 1. This yielded 1.275 g (48%). The melting point was 192-194° C. Mass spectrometry revealed a molecular ion (MH)+ peak at m/z 376.